Dataset: the Open Reaction Database (ORD), a public repository of structured organic reaction records. Task: describe an organic reaction: reactants, conditions, products, and yield The reactants are O.C(C=O)(=O)OCC1=CC=C(C=C1)[N+](=O)[O-] (p-Nitrobenzyl glyoxylate hydrate), O (water), O=C1NC2CC=CCC12 (8-oxo-7-azabicyclo[4,2,0]oct-3-ene). Solvent: C1=CC=CC=C1 (benzene). Run at time 3.5 hour. Yields the product OC(C(=O)OCC1=CC=C(C=C1)[N+](=O)[O-])N1C2CC=CCC2C1=O (7-(1-Hydroxy-1-p-nitrobenzyloxycarbonylmethyl)-8-oxo-7-azabicyclo[4,2,0]oct-3-ene). As a reaction SMILES: O.[C:2]([O:6][CH2:7][C:8]1[CH:13]=[CH:12][C:11]([N+:14]([O-:16])=[O:15])=[CH:10][CH:9]=1)(=[O:5])[CH:3]=[O:4].O.[O:18]=[C:19]1[CH:26]2[CH:21]([CH2:22][CH:23]=[CH:24][CH2:25]2)[NH:20]1>C1C=CC=CC=1>[OH:4][CH:3]([N:20]1[C:19](=[O:18])[CH:26]2[CH:21]1[CH2:22][CH:23]=[CH:24][CH2:25]2)[C:2]([O:6][CH2:7][C:8]1[CH:13]=[CH:12][C:11]([N+:14]([O-:16])=[O:15])=[CH:10][CH:9]=1)=[O:5] |f:0.1|. Reported procedure: p-Nitrobenzyl glyoxylate hydrate (9.08 g) was refluxed in benzene (150 ml) with provision for the removal of water. After 1 hour 8-oxo-7-azabicyclo[4.2.0]oct-3-ene (1) (2.46 g) was added and refluxing continued for 3.5 hours. The cooled solution was washed with water (x 2), then brine. After back extraction of the first aqueous extract with ethyl acetate, the organic solutions were dried over magnesium sulphate, filtered combined, and evaporated. Chromatography on silica, eluting with ethyl acet... Reactants: formula II, C1=CC(=CC=C1C(=O)CBr)F (2-bromo-4-fluoroacetophenone), C1=CC(=CC=C1C(=O)CBr)Br (2,4-dibromoacetophenone), BrC1=C(C(=O)O)C=CC(=C1)F (2-bromo-4-fluorobenzoic acid), BrC1=CC(=CC=C1)F (1-bromo-3-fluorobenzene), [Mn](=O)(=O)(=O)[O-].[K+] (potassium permanganate). Yields the product BrC1=C(C(=O)O)C=CC(=C1)Br (2,4-dibromobenzoic acid). As a reaction SMILES: [Br:1][C:2]1[CH:10]=[C:9](F)[CH:8]=[CH:7][C:3]=1[C:4]([OH:6])=[O:5].[Br:12]C1C=CC=C(F)C=1.C1C(C(CBr)=O)=CC=C(F)C=1.C1C(C(CBr)=O)=CC=C(Br)C=1.[Mn]([O-])(=O)(=O)=O.[K+]>>[Br:1][C:2]1[CH:10]=[C:9]([Br:12])[CH:8]=[CH:7][C:3]=1[C:4]([OH:6])=[O:5] |f:4.5|. Reported procedure: Some of the compounds of the general formula II are known and may be prepared by known methods. For example, 2-bromo-4-fluorobenzoic acid may be obtained from 1-bromo-3-fluorobenzene by acetylation and oxidation of the 2-bromo-4-fluoroacetophenone which is produced (Recl. Trav. Chim. Pays-Bas, 83 p. 1142, 1146 (1964)). The oxidation of 2,4-dibromoacetophenone using potassium permanganate to give 2,4-dibromobenzoic acid is described in J. Karnatak Univ. 1 p. 36 (1956). According to J. Chem. Soc. ... Reactants: CC(=O)OC(C)=O, Cc1nc2sc3c(c2c(=O)[nH]1)CCCC3, CCCCCC, ClC(Cl)Cl, O=P(Cl)(Cl)Cl. Product: Cc1nc(Cl)c2c3c(sc2n1)CCCC3. As a reaction SMILES: [C:31]([O:32][C:33](=[O:34])[CH3:35])(=[O:36])[CH3:37].[CH3:1][c:2]1[nH:3][c:4](=[O:15])[c:5]2[c:6]([n:7]1)[s:8][c:9]1[c:10]2[CH2:11][CH2:12][CH2:13][CH2:14]1.[CH3:25][CH2:26][CH2:27][CH2:28][CH2:29][CH3:30].[Cl:21][CH:22]([Cl:23])[Cl:24].[P:16]([Cl:17])([Cl:18])([Cl:19])=[O:20]>>[CH3:1][c:2]1[n:3][c:4]([Cl:18])[c:5]2[c:6]([n:7]1)[s:8][c:9]1[c:10]2[CH2:11][CH2:12][CH2:13][CH2:14]1.